Dataset: the Open Reaction Database (ORD), a public repository of structured organic reaction records. Task: describe an organic reaction: reactants, conditions, products, and yield Reactants: C(C)OC(C(CC=1C=C2C(=CC1)N(CC21CN(CC1)C(=O)OC(C)(C)C)C(=O)OCC[Si](C)(C)C)C(=O)OCC)=O (1-(2-(trimethylsilyl)ethyl) 1′-tert-butyl 5-(3-ethoxy-2-(ethoxycarbonyl)-3-oxopropyl)spiro[indoline-3,3′-pyrrolidine]-1,1′-dicarboxylate), [H-].[Al+3].[Li+].[H-].[H-].[H-] (Lithium aluminum hydride), S(=O)(=O)([O-])[O-].[Na+].[Na+] (sodium sulfate). Solvent: C(C)OCC (diethyl ether), C(C)OCC (diethyl ether). Reaction conditions: time 1 hour. The product is OCC(CC=1C=C2C(=CC1)N(CC21CN(CC1)C(=O)OC(C)(C)C)C(=O)OCC[Si](C)(C)C)CO (1-(2-(trimethylsilyl)ethyl) 1′-tert-butyl 5-(3-hydroxy-2-(hydroxymethyl)propyl)spiro[indoline-3,3′-pyrrolidine]-1,1′-dicarboxylate). Isolated yield 22.7%. Reaction SMILES: [H-].[Al+3].[Li+].[H-].[H-].[H-].C([O:9][C:10](=O)[CH:11]([C:42](OCC)=[O:43])[CH2:12][C:13]1[CH:14]=[C:15]2[C:21]3([CH2:25][CH2:24][N:23]([C:26]([O:28][C:29]([CH3:32])([CH3:31])[CH3:30])=[O:27])[CH2:22]3)[CH2:20][N:19]([C:33]([O:35][CH2:36][CH2:37][Si:38]([CH3:41])([CH3:40])[CH3:39])=[O:34])[C:16]2=[CH:17][CH:18]=1)C.S([O-])([O-])(=O)=O.[Na+].[Na+]>C(OCC)C>[OH:43][CH2:42][CH:11]([CH2:10][OH:9])[CH2:12][C:13]1[CH:14]=[C:15]2[C:21]3([CH2:25][CH2:24][N:23]([C:26]([O:28][C:29]([CH3:31])([CH3:32])[CH3:30])=[O:27])[CH2:22]3)[CH2:20][N:19]([C:33]([O:35][CH2:36][CH2:37][Si:38]([CH3:40])([CH3:39])[CH3:41])=[O:34])[C:16]2=[CH:17][CH:18]=1 |f:0.1.2.3.4.5,7.8.9|. Reported procedure: Lithium aluminum hydride (39.0 mg, 1.03 mmol) was dissolved in diethyl ether (5 mL). Thereafter, a diethyl ether (5 mL) solution of 1-(2-(trimethylsilyl)ethyl) 1′-tert-butyl 5-(3-ethoxy-2-(ethoxycarbonyl)-3-oxopropyl)spiro[indoline-3,3′-pyrrolidine]-1,1′-dicarboxylate (300 mg, 0.51 mmol) was added to the above obtained solution under cooling on ice, and the thus obtained mixture was then stirred at the same temperature as above for 1 hour. Thereafter, a saturated aqueous solution of sodium sulfa...